describe an organic reaction: reactants, conditions, products, and yield From a dataset of the Open Reaction Database (ORD), a public repository of structured organic reaction records. Reactants: CC1(N2C3=C(C=CC=C3CC1)C(=C2)C2=CC=C(C=C2)F)C (5,6-dihydro-4,4-dimethyl-1-(4-fluorophenyl)-4H-pyrrolo[3,2,1-ij]quinoline), [OH-].[Na+] (sodium hydroxide), CN(C=CC=O)C (3-dimethylaminoacrylaldehyde), P(=O)(Cl)(Cl)Cl (phosphorus oxychloride). The solvent is C(C)#N (acetonitrile), O (water), C(C)#N (acetonitrile), C(C)#N (acetonitrile). Yields the product CC1(N2C3=C(C=CC=C3CC1)C(=C2/C=C/C=O)C2=CC=C(C=C2)F)C ((E)-3-[5,6-dihydro-4,4-dimethyl-1-(4-fluorophenyl)-4H-pyrrolo[3,2,1-ij]quinolin-2-yl]acrylaldehyde). Yield: 70.4%. As a reaction SMILES: CN(C)[CH:3]=[CH:4][CH:5]=[O:6].P(Cl)(Cl)(Cl)=O.[CH3:13][C:14]1([CH3:33])[CH2:23][CH2:22][C:21]2[C:16]3=[C:17]([C:24]([C:26]4[CH:31]=[CH:30][C:29]([F:32])=[CH:28][CH:27]=4)=[CH:25][N:15]13)[CH:18]=[CH:19][CH:20]=2.[OH-].[Na+]>C(#N)C.O>[CH3:13][C:14]1([CH3:33])[CH2:23][CH2:22][C:21]2[C:16]3=[C:17]([C:24]([C:26]4[CH:27]=[CH:28][C:29]([F:32])=[CH:30][CH:31]=4)=[C:25](/[CH:3]=[CH:4]/[CH:5]=[O:6])[N:15]13)[CH:18]=[CH:19][CH:20]=2 |f:3.4|. Reported procedure: A solution of 3-dimethylaminoacrylaldehyde (3.68 g) in dry acetonitrile (10 ml) was slowly added over a 30-minute period to a solution of phosphorus oxychloride (6.07 g) in dry acetonitrile (10 ml) with stirring at 0°-10° C. under nitrogen. A solution of 5,6-dihydro-4,4-dimethyl-1-(4-fluorophenyl)-4H-pyrrolo[3,2,1-ij]quinoline (3.70 g) in dry acetonitrile (9 ml) was slowly added to the reaction mixture at the same temperature. The reaction mixture was refluxed for 7 l hours under nitrogen, coole... The reactants are O (Water), BrC1=CC(=CC2=C1OC[C@H]1[C@@H]2CN(CC1)C)OC ((±)-[4aR*,10bS*]-7-bromo-1,3,4,4a,5,10b-hexahydro-9-methoxy-2-methyl-2H-[1]benzopyrano[4,3-c]pyridine), C(CCC)[Li] (n-butyllithium), CI (CH3I). Run in C(C)(=O)OCC (ethyl acetate), C1CCOC1 (THF). Run at time 1 hour. Product: COC=1C=C(C2=C(C1)[C@H]1CN(CC[C@H]1CO2)C)C ((±)-[4aR*,10bS*]-1,3,4,4a,5,10b-Hexahydro-9-methoxy-2,7-dimethyl-2H-[1]benzopyrano[4,3-c]pyridine). RXN SMILES: Br[C:2]1[C:7]2[O:8][CH2:9][C@@H:10]3[CH2:15][CH2:14][N:13]([CH3:16])[CH2:12][C@@H:11]3[C:6]=2[CH:5]=[C:4]([O:17][CH3:18])[CH:3]=1.[CH2:19]([Li])CCC.CI.O>C1COCC1.C(OCC)(=O)C>[CH3:18][O:17][C:4]1[CH:3]=[C:2]([CH3:19])[C:7]2[O:8][CH2:9][C@H:10]3[C@H:11]([CH2:12][N:13]([CH3:16])[CH2:14][CH2:15]3)[C:6]=2[CH:5]=1. Procedure details: To a solution of 1.2 g (±)-[4aR*,10bS*]-7-bromo-1,3,4,4a,5,10b-hexahydro-9-methoxy-2-methyl-2H-[1]benzopyrano[4,3-c]pyridine in 25 ml dry THF is added 2.14 ml n-butyllithium (1.98M in hexane). After 30 minutes 0.36 ml CH3I is added and the reaction is warmed to 25° and stirred 1 hour. Water (50 ml) and ethyl acetate (100 ml) is added. The organic phase is washed with brine, dried over Na2SO4, filtered, concentrated under reduced pressure, and flash chromatrographed with CH2Cl2 /ammonia saturated... Reactants: IC1=C2C=NNC2=NC=C1 (4-iodo-7-azaindazole), C(C)(C)[Mg]Cl (isopropylmagnesium chloride), CON(C(=O)C1=NC=C(C=C1NS(=O)(=O)C1=CC(=C(C=C1)Cl)C(F)(F)F)Cl)C (5-chloro-3-(4-chloro-3-trifluoromethyl-benzenesulfonylamino)-pyridine-2-carboxylic acid methoxy-methyl-amide). Solvent: C1CCOC1 (THF). Reaction conditions: temperature 0 celsius, time 30 minute. Yields the product ClC1=C(C=C(C=C1)S(=O)(=O)NC=1C(=NC=C(C1)Cl)C(=O)C=1C2=C(N=CC1)NN=C2)C(F)(F)F (4-Chloro-N-[5-chloro-2-(1H-pyrazolo[3,4-b]pyridine-4-carbonyl)-pyridin-3-yl]-3-trifluoromethyl-benzenesulfonamide). RXN SMILES: I[C:2]1[CH:10]=[CH:9][N:8]=[C:7]2[C:3]=1[CH:4]=[N:5][NH:6]2.C([Mg]Cl)(C)C.CON(C)[C:19]([C:21]1[C:26]([NH:27][S:28]([C:31]2[CH:36]=[CH:35][C:34]([Cl:37])=[C:33]([C:38]([F:41])([F:40])[F:39])[CH:32]=2)(=[O:30])=[O:29])=[CH:25][C:24]([Cl:42])=[CH:23][N:22]=1)=[O:20]>C1COCC1>[Cl:37][C:34]1[CH:35]=[CH:36][C:31]([S:28]([NH:27][C:26]2[C:21]([C:19]([C:2]3[C:3]4[CH:4]=[N:5][NH:6][C:7]=4[N:8]=[CH:9][CH:10]=3)=[O:20])=[N:22][CH:23]=[C:24]([Cl:42])[CH:25]=2)(=[O:30])=[O:29])=[CH:32][C:33]=1[C:38]([F:39])([F:41])[F:40]. Procedure details: To a solution of 4-iodo-7-azaindazole (Potashman et. al., WO2005070891) (123 mg) in THF (2 mL) at 0° C. was added isopropylmagnesium chloride (2 M solution in THF, 0.5 mL). The mixture was stirred at 0° C. for 30 min and 5-chloro-3-(4-chloro-3-trifluoromethyl-benzenesulfonylamino)-pyridine-2-carboxylic acid methoxy-methyl-amide (114 mg) was added. The reaction mixture was warmed to room temperature, stirred for 2 h and quench by saturated aqueous NH4Cl solution (2 mL). The organic layer was sepa... Starting materials: C[Al](C)C, Cc1cccc(C#N)n1, Cc1ccccc1, CS(=O)(=O)c1ccc(N)cc1, ClC(Cl)Cl, Cl. Yields the product Cc1cccc(C(=N)Nc2ccc(S(C)(=O)=O)cc2)n1. RXN SMILES: [CH3:13][Al:14]([CH3:15])[CH3:16].[CH3:17][c:18]1[cH:19][cH:20][cH:21][c:22]([C:24]#[N:25])[n:23]1.[CH3:26][c:27]1[cH:28][cH:29][cH:30][cH:31][cH:32]1.[CH3:2][S:3](=[O:4])(=[O:5])[c:6]1[cH:7][cH:8][c:9]([NH2:10])[cH:11][cH:12]1.[CH:33]([Cl:34])([Cl:35])[Cl:36].[ClH:1]>>[CH3:2][S:3](=[O:4])(=[O:5])[c:6]1[cH:7][cH:8][c:9]([NH:10][C:24]([c:22]2[cH:21][cH:20][cH:19][c:18]([CH3:17])[n:23]2)=[NH:25])[cH:11][cH:12]1. Starting materials: C(#N)CCCOC1=NC=C(C(=O)OC)C=C1 (6-(3-cyanopropyloxy)nicotinic acid, methyl ester), LiOH monohydrate. Solvent: CO.O (methanol water). Conditions: time 8 hour. Yields the product C(#N)CCCOC1=NC=C(C(=O)O)C=C1 (6-(3-cyanopropyloxy)nicotinic acid). The yield is 84.9%. Reaction SMILES: [C:1]([CH2:3][CH2:4][CH2:5][O:6][C:7]1[CH:16]=[CH:15][C:10]([C:11]([O:13]C)=[O:12])=[CH:9][N:8]=1)#[N:2]>CO.O>[C:1]([CH2:3][CH2:4][CH2:5][O:6][C:7]1[CH:16]=[CH:15][C:10]([C:11]([OH:13])=[O:12])=[CH:9][N:8]=1)#[N:2] |f:1.2|. Reported procedure: 6-(3-cyanopropyloxy)nicotinic acid, methyl ester (1.8 mmol) was dissolved in methanol/water (16 mL:4 mL) and treated with LiOH monohydrate (2.7 mmol). After stirring overnight, volatiles were removed and reaction neutralized with 1N sulfuric acid. The solid product was collected by filtration, washed with water and dried to give 6-(3-cyanopropyloxy)nicotinic acid (315 mg, 85%). Reactants: CCCc1c(Cc2ccc(-c3ccccc3-c3noc(=O)[nH]3)cc2)c(=O)n(CC(=O)C(F)(F)F)c2nc(C)nn12, CCOC(C)=O, Cl, Cl, CCON, O, c1ccncc1. Yields the product CCCc1c(Cc2ccc(-c3ccccc3-c3noc(=O)[nH]3)cc2)c(=O)n(CC(=NOCC)C(F)(F)F)c2nc(C)nn12. Reaction SMILES: [CH3:1][c:2]1[n:3][n:4]2[c:5]([n:6]([CH2:33][C:34]([C:35]([F:36])([F:37])[F:38])=[O:39])[c:7](=[O:32])[c:8]([CH2:13][c:14]3[cH:15][cH:16][c:17](-[c:20]4[c:21](-[c:26]5[n:27][o:28][c:29](=[O:31])[nH:30]5)[cH:22][cH:23][cH:24][cH:25]4)[cH:18][cH:19]3)[c:9]2[CH2:10][CH2:11][CH3:12])[n:40]1.[CH3:54][CH2:55][O:56][C:57](=[O:58])[CH3:59].[ClH:41].[ClH:52].[NH2:42][O:43][CH2:44][CH3:45].[OH2:53].[cH:46]1[cH:47][cH:48][n:49][cH:50][cH:51]1>>[CH3:1][c:2]1[n:3][n:4]2[c:5]([n:6]([CH2:33][C:34]([C:35]([F:36])([F:37])[F:38])=[N:42][O:43][CH2:44][CH3:45])[c:7](=[O:32])[c:8]([CH2:13][c:14]3[cH:15][cH:16][c:17](-[c:20]4[c:21](-[c:26]5[n:27][o:28][c:29](=[O:31])[nH:30]5)[cH:22][cH:23][cH:24][cH:25]4)[cH:18][cH:19]3)[c:9]2[CH2:10][CH2:11][CH3:12])[n:40]1. The reactants are Cc1nnc2ccc(-c3cccc(N)c3)nn12, CCN(C(C)C)C(C)C, O=C(O)C1CC1, [Cl-], ClCCl. The product is Cc1nnc2ccc(-c3cccc(NC(=O)C4CC4)c3)nn12. Reaction SMILES: [CH3:1][c:2]1[n:3][n:4][c:5]2[n:6]1[n:7][c:8](-[c:11]1[cH:12][c:13]([NH2:17])[cH:14][cH:15][cH:16]1)[cH:9][cH:10]2.[CH:18]([N:19]([CH2:20][CH3:21])[CH:22]([CH3:23])[CH3:24])([CH3:25])[CH3:26].[CH:28]1([C:31](=[O:32])[OH:33])[CH2:29][CH2:30]1.[Cl-:27].[Cl:34][CH2:35][Cl:36]>>[CH3:1][c:2]1[n:3][n:4][c:5]2[n:6]1[n:7][c:8](-[c:11]1[cH:12][c:13]([NH:17][C:31]([CH:28]3[CH2:29][CH2:30]3)=[O:32])[cH:14][cH:15][cH:16]1)[cH:9][cH:10]2.